From a dataset of the Open Reaction Database (ORD), a public repository of structured organic reaction records. describe an organic reaction: reactants, conditions, products, and yield Reactants: O=C([O-])[O-], Cl, [Cs+], [Cs+], O=Cc1cc(I)ccc1F, NNc1ccc(C(=O)O)cc1, CN(C)C=O, O. Product: O=C(O)c1ccc(NN=Cc2cc(I)ccc2F)cc1. Reaction SMILES: [C:22](=[O:23])([O-:24])[O-:25].[ClH:28].[Cs+:26].[Cs+:27].[F:12][c:13]1[c:14]([CH:15]=[O:16])[cH:17][c:18]([I:21])[cH:19][cH:20]1.[NH:1]([NH2:2])[c:3]1[cH:4][cH:5][c:6]([C:7](=[O:8])[OH:9])[cH:10][cH:11]1.[O:29]=[CH:30][N:31]([CH3:32])[CH3:33].[OH2:34]>>[NH:1]([N:2]=[CH:15][c:14]1[c:13]([F:12])[cH:20][cH:19][c:18]([I:21])[cH:17]1)[c:3]1[cH:4][cH:5][c:6]([C:7](=[O:8])[OH:9])[cH:10][cH:11]1. Starting materials: CS(=O)(=O)N1CCC(=CC1)C1=NC=C(C=C1)OCC1CCNCC1 (4-(1′-Methanesulfonyl-1′,2′,3′,6′-tetrahydro-[2,4′]bipyridinyl-5-yloxymethyl)-piperidine), CO (methanol), CC1C(O1)C (dimethyloxirane), CO (methanol). Reaction conditions: time 88 hour. Yields the product CS(=O)(=O)N1CCC(=CC1)C1=NC=C(C=C1)OCC1CCN(CC1)CC(C)(O)C (1-[4-(1′-Methanesulfonyl-1′,2′,3′,6′-tetrahydro-[2,4′]bipyridinyl-5-yloxymethyl)-piperidin-1-yl]-2-methyl-propan-2-ol). As a reaction SMILES: [CH3:1][S:2]([N:5]1[CH2:10][CH:9]=[C:8]([C:11]2[CH:16]=[CH:15][C:14]([O:17][CH2:18][CH:19]3[CH2:24][CH2:23][NH:22][CH2:21][CH2:20]3)=[CH:13][N:12]=2)[CH2:7][CH2:6]1)(=[O:4])=[O:3].C[CH:26]1[O:28][CH:27]1[CH3:29].[CH3:30]O>>[CH3:1][S:2]([N:5]1[CH2:6][CH:7]=[C:8]([C:11]2[CH:16]=[CH:15][C:14]([O:17][CH2:18][CH:19]3[CH2:24][CH2:23][N:22]([CH2:26][C:27]([CH3:29])([OH:28])[CH3:30])[CH2:21][CH2:20]3)=[CH:13][N:12]=2)[CH2:9][CH2:10]1)(=[O:3])=[O:4]. Procedure: 4-(1′-Methanesulfonyl-1′,2′,3′,6′-tetrahydro-[2,4′]bipyridinyl-5-yloxymethyl)-piperidine is suspended in 800 mL of methanol and added to an autoclave with a mechanical stirrer. 1500 mL of methanol are added and then dimethyloxirane (117 g, 1.62 mol) is added. The mixture is stirred at 60˜70° C. for 88 h, cooled to 25˜30° C. and concentrated to 1000 mL. The mixture is heated at 60˜70° C. and 4200 mL of water are added. The resulting mixture is stirred at 60˜70° C. during 30 min and cooled slowly ... The reactants are N1=CC=C(C=C1)C(C(C(CC)=O)=NO)=O (1-(4-pyridyl)-1,3-diketo-2-oximinopentane), Cl (hydrogen chloride), CCOCC (ether). The reagents and catalysts are [Zn] (zinc). The solvent is C(C)(=O)O (acetic acid). Run at temperature 50 celsius, time 1 hour. Product: N1=CC=C(C=C1)C(C(C(CC)=O)N)O (1-(4-Pyridyl)-1-hydroxy-2-amino-3-ketopentane). RXN SMILES: [N:1]1[CH:6]=[CH:5][C:4]([C:7](=[O:15])[C:8](=[N:13]O)[C:9](=[O:12])[CH2:10][CH3:11])=[CH:3][CH:2]=1.Cl.CCOCC>C(O)(=O)C.[Zn]>[N:1]1[CH:6]=[CH:5][C:4]([CH:7]([OH:15])[CH:8]([NH2:13])[C:9](=[O:12])[CH2:10][CH3:11])=[CH:3][CH:2]=1. Procedure: In 20 ml acetic acid is dissolved 1.0 g of 1-(4-pyridyl)-1,3-diketo-2-oximinopentane with heat (50° C.). The solution is acidified with dry hydrogen chloride and 1.0 g of zinc dust is slowly added. The mixture is stirred for one hour and cooled. Dry ether is added to the mixture and the title compound precipitates from the solution as a crude solid. This may be used in subsequent steps without purification. Reactants: O=C1CCC(=O)N1Br, O=C(OOC(=O)c1ccccc1)c1ccccc1, ClC(Cl)(Cl)Cl, COC(=O)C(C)c1ccc(C)c(Cl)c1. Yields the product COC(=O)C(C)c1ccc(CBr)c(Cl)c1. As a reaction SMILES: [Br:15][N:16]1[C:17](=[O:18])[CH2:19][CH2:20][C:21]1=[O:22].[C:23]([O:24][O:25][C:26](=[O:27])[c:28]1[cH:29][cH:30][cH:31][cH:32][cH:33]1)(=[O:34])[c:35]1[cH:36][cH:37][cH:38][cH:39][cH:40]1.[C:41]([Cl:42])([Cl:43])([Cl:44])[Cl:45].[CH3:1][O:2][C:3]([CH:4]([CH3:5])[c:6]1[cH:7][c:8]([Cl:13])[c:9]([CH3:12])[cH:10][cH:11]1)=[O:14]>>[CH3:1][O:2][C:3]([CH:4]([CH3:5])[c:6]1[cH:7][c:8]([Cl:13])[c:9]([CH2:12][Br:15])[cH:10][cH:11]1)=[O:14]. Yields the product Cl.C(C)N(C(=O)C=1C(=NC(=NC1)N1C(NC(C1)(C)C)=O)N)C1=CC(=CC=C1)C(F)(F)F (4-amino-2-(4,4-dimethyl-2-oxo-1-imidazolidinyl)pyrimidine-5-carboxylic acid N-ethyl-N-(3-trifluoromethylphenyl)amide hydrochloride). The reactants are solution, Cl (HCl), C(C)N(C(=O)C=1C(=NC(=NC1)N1C(NC(C1)(C)C)=O)N)C1=CC(=CC=C1)C(F)(F)F (4-amino-2-(4,4-dimethyl-2-oxo-1-imidazolidinyl)-pyrimidine-5-carboxylic acid N-ethyl-N-(3-trifluoromethylphenyl)amide). Solvent: CCOCC (ether), CC(=O)C (acetone). As a reaction SMILES: [ClH:1].[CH2:2]([N:4]([C:22]1[CH:27]=[CH:26][CH:25]=[C:24]([C:28]([F:31])([F:30])[F:29])[CH:23]=1)[C:5]([C:7]1[C:8]([NH2:21])=[N:9][C:10]([N:13]2[CH2:17][C:16]([CH3:19])([CH3:18])[NH:15][C:14]2=[O:20])=[N:11][CH:12]=1)=[O:6])[CH3:3]>CCOCC.CC(C)=O>[ClH:1].[CH2:2]([N:4]([C:22]1[CH:27]=[CH:26][CH:25]=[C:24]([C:28]([F:31])([F:29])[F:30])[CH:23]=1)[C:5]([C:7]1[C:8]([NH2:21])=[N:9][C:10]([N:13]2[CH2:17][C:16]([CH3:19])([CH3:18])[NH:15][C:14]2=[O:20])=[N:11][CH:12]=1)=[O:6])[CH3:3] |f:4.5|. Reported procedure: 1.52 ml of a 6.6 molar solution of HCl in ether were added dropwise to a solution of 3.80 g (9 mmol) of 4-amino-2-(4,4-dimethyl-2-oxo-1-imidazolidinyl)-pyrimidine-5-carboxylic acid N-ethyl-N-(3-trifluoromethylphenyl)amide prepared as in Example 1 in 20 ml of acetone at room temperature, and the resulting suspension was stirred while cooling in ice for 20 minutes. The crystals were then filtered off with suction, washed with acetone and ether and dried in vacuo (6-7 mbar) at 100° for 10 hours. 3.... Isolated yield 92.7%. The reactants are CC(C)O, CS(=O)(=O)NC1CCCCC1Nc1nc(Cl)ncc1Cl, Nc1ccc2c(c1)CCC(N1CCOCC1)CC2. Product: CS(=O)(=O)NC1CCCCC1Nc1nc(Nc2ccc3c(c2)CCC(N2CCOCC2)CC3)ncc1Cl. Reaction SMILES: [CH:39]([OH:40])([CH3:41])[CH3:42].[Cl:1][c:2]1[n:3][cH:4][c:5]([Cl:20])[c:6]([NH:8][CH:9]2[CH:10]([NH:15][S:16](=[O:17])(=[O:18])[CH3:19])[CH2:11][CH2:12][CH2:13][CH2:14]2)[n:7]1.[O:21]1[CH2:22][CH2:23][N:24]([CH:27]2[CH2:28][CH2:29][c:30]3[c:31]([cH:34][c:35]([NH2:38])[cH:36][cH:37]3)[CH2:32][CH2:33]2)[CH2:25][CH2:26]1>>[c:2]1([NH:38][c:35]2[cH:34][c:31]3[c:30]([cH:37][cH:36]2)[CH2:29][CH2:28][CH:27]([N:24]2[CH2:23][CH2:22][O:21][CH2:26][CH2:25]2)[CH2:33][CH2:32]3)[n:3][cH:4][c:5]([Cl:20])[c:6]([NH:8][CH:9]2[CH:10]([NH:15][S:16](=[O:17])(=[O:18])[CH3:19])[CH2:11][CH2:12][CH2:13][CH2:14]2)[n:7]1. As a reaction SMILES: [CH3:1][NH2:2].C(O[C:6]([C:8]1[C:9](=[O:34])[C:10]2[CH:15]=[N:14][C:13]([NH:16][CH2:17][CH2:18][CH2:19][N:20]([CH3:22])[CH3:21])=[N:12][C:11]=2[N:23]([C:25]2[CH:26]=[C:27]3[C:31](=[CH:32][CH:33]=2)[CH2:30][CH2:29][CH2:28]3)[CH:24]=1)=[O:7])C>>[CH3:1][NH:2][C:6]([C:8]1[C:9](=[O:34])[C:10]2[CH:15]=[N:14][C:13]([NH:16][CH2:17][CH2:18][CH2:19][N:20]([CH3:22])[CH3:21])=[N:12][C:11]=2[N:23]([C:25]2[CH:26]=[C:27]3[C:31](=[CH:32][CH:33]=2)[CH2:30][CH2:29][CH2:28]3)[CH:24]=1)=[O:7]. Run at time 2 day. Product: CNC(=O)C=1C(C2=C(N=C(N=C2)NCCCN(C)C)N(C1)C=1C=C2CCCC2=CC1)=O (2-(3-Dimethylamino-propylamino)-8-indan-5-yl-5-oxo-5,8-dihydro-pyrido[2,3-d]pyrimidine-6-carboxylic acid methylamide), solid. Procedure details: A solution of methylamine (1N, 1 mL in methanol) was added to 2-(3-dimethylamino-propylamino)-8-indan-5-yl-5-oxo-5,8-dihydro-pyrido[2,3-d]pyrimidine-6-carboxylic acid ethyl ester (Example 6 Step A, 6 mg, 0.015 mmol). The mixture was kept in a sealed tube at 110° C. with stirring for 2 days. The solution, after cooling down to room temperature, was loaded to HPLC for purification (32 mL/min 5-100% MeCN/H2O gradient over 10 min). 2-(3-Dimethylamino-propylamino)-8-indan-5-yl-5-oxo-5,8-dihydro-pyrid... Reactants: CN (methylamine), C(C)OC(=O)C=1C(C2=C(N=C(N=C2)NCCCN(C)C)N(C1)C=1C=C2CCCC2=CC1)=O (2-(3-dimethylamino-propylamino)-8-indan-5-yl-5-oxo-5,8-dihydro-pyrido[2,3-d]pyrimidine-6-carboxylic acid ethyl ester). Isolated yield 77.0%.